Task: describe an organic reaction: reactants, conditions, products, and yield. Dataset: the Open Reaction Database (ORD), a public repository of structured organic reaction records The reactants are C1CCOC1, CCOC(=O)C1CC2CCNCC2N1C(=O)OC(C)(C)C, O=C=Nc1ccccc1. Yields the product CCOC(=O)C1CC2CCN(C(=O)Nc3ccccc3)CC2N1C(=O)OC(C)(C)C. Reaction SMILES: [CH2:31]1[O:32][CH2:33][CH2:34][CH2:35]1.[N:1]1([C:15](=[O:16])[O:17][C:18]([CH3:19])([CH3:20])[CH3:21])[CH:2]([C:10](=[O:11])[O:12][CH2:13][CH3:14])[CH2:3][CH:4]2[CH:5]1[CH2:6][NH:7][CH2:8][CH2:9]2.[O:22]=[C:23]=[N:24][c:25]1[cH:26][cH:27][cH:28][cH:29][cH:30]1>>[N:1]1([C:15](=[O:16])[O:17][C:18]([CH3:19])([CH3:20])[CH3:21])[CH:2]([C:10](=[O:11])[O:12][CH2:13][CH3:14])[CH2:3][CH:4]2[CH:5]1[CH2:6][N:7]([C:23](=[O:22])[NH:24][c:25]1[cH:26][cH:27][cH:28][cH:29][cH:30]1)[CH2:8][CH2:9]2.